From a dataset of the Open Reaction Database (ORD), a public repository of structured organic reaction records. describe an organic reaction: reactants, conditions, products, and yield Starting materials: C(C)C1OC(NC2=C1C=C(C=C2)O)=O (4-ethyl-6-hydroxy-4H-3,1-benzoxazin-2-one), ClC=1C=C(C=CC1Cl)S(=O)CCCCBr (4-(3,4-dichlorophenylsulfinyl)butylbromide). Product: ClC=1C=C(C=CC1Cl)S(=O)CCCCOC=1C=CC2=C(C(OC(N2)=O)CC)C1 (6-[4-(3,4-Dichlorophenylsulfinyl)-butoxy]-4-ethyl-4H-3,1-benzoxazin-2-one). Reaction SMILES: [CH2:1]([CH:3]1[C:8]2[CH:9]=[C:10]([OH:13])[CH:11]=[CH:12][C:7]=2[NH:6][C:5](=[O:14])[O:4]1)[CH3:2].[Cl:15][C:16]1[CH:17]=[C:18]([S:23]([CH2:25][CH2:26][CH2:27][CH2:28]Br)=[O:24])[CH:19]=[CH:20][C:21]=1[Cl:22]>>[Cl:15][C:16]1[CH:17]=[C:18]([S:23]([CH2:25][CH2:26][CH2:27][CH2:28][O:13][C:10]2[CH:11]=[CH:12][C:7]3[NH:6][C:5](=[O:14])[O:4][CH:3]([CH2:1][CH3:2])[C:8]=3[CH:9]=2)=[O:24])[CH:19]=[CH:20][C:21]=1[Cl:22]. Procedure: Prepared analogously to Example 4 from 4-ethyl-6-hydroxy-4H-3,1-benzoxazin-2-one and 4-(3,4-dichlorophenylsulfinyl)butylbromide. Reactants: N1=CC=CC=C1 (Pyridine), O(S(=O)(=O)C)S(=O)(=O)C (Ms2O), COC(=O)C1=C(N(C(=C1)Br)C(C)C)C(O)C1=CC=C(C=C1)Cl (5-bromo-2-[(4-chloro-phenyl)-hydroxy-methyl]-1-isopropyl-1H-pyrrole-3-carboxylic acid methyl ester), ClC=1C=C(N)C=CC1F (3-chloro-4-fluoroaniline). Reagents/catalysts: CN(C)C=1C=CN=CC1 (DMAP). Solvent: O.[Cl-].[Na+].O (H2O brine), C(Cl)Cl (CH2Cl2), O.[Cl-].[Na+].O (H2O brine), C(Cl)Cl (CH2Cl2). Conditions: time 17.5 hour. Yields the product COC(=O)C1=C(N(C(=C1)Br)C(C)C)C(C1=CC=C(C=C1)Cl)NC1=CC(=C(C=C1)F)Cl (5-Bromo-2-[(3-chloro-4-fluoro-phenylamino)-(4-chloro-phenyl)-methyl]-1-isopropyl-1H-pyrrole-3-carboxylic acid methyl ester). Reaction SMILES: N1C=CC=CC=1.O(S(C)(=O)=O)S(C)(=O)=O.[CH3:16][O:17][C:18]([C:20]1[CH:24]=[C:23]([Br:25])[N:22]([CH:26]([CH3:28])[CH3:27])[C:21]=1[CH:29]([C:31]1[CH:36]=[CH:35][C:34]([Cl:37])=[CH:33][CH:32]=1)O)=[O:19].[Cl:38][C:39]1[CH:40]=[C:41]([CH:43]=[CH:44][C:45]=1[F:46])[NH2:42]>CN(C1C=CN=CC=1)C.C(Cl)Cl.O.[Cl-].[Na+].O>[CH3:16][O:17][C:18]([C:20]1[CH:24]=[C:23]([Br:25])[N:22]([CH:26]([CH3:28])[CH3:27])[C:21]=1[CH:29]([NH:42][C:41]1[CH:43]=[CH:44][C:45]([F:46])=[C:39]([Cl:38])[CH:40]=1)[C:31]1[CH:36]=[CH:35][C:34]([Cl:37])=[CH:33][CH:32]=1)=[O:19] |f:6.7.8.9|. Reported procedure: Pyridine (5.59 mmol), DMAP (0.486 mmol) and then Ms2O (4.22 mmol) were added to a solution of 5-bromo-2-[(4-chloro-phenyl)-hydroxy-methyl]-1-isopropyl-1H-pyrrole-3-carboxylic acid methyl ester (step D3) (1.622 mmol) in CH2Cl2 (20 mL) and the reaction mixture was stirred at rt 17.5 h. The reaction mixture was diluted with H2O/brine and extracted with CH2Cl2 (3×). The combined organic layers were dried (Na2SO4), filtered and concentrated. The residue was diluted with CH2Cl2 (20 mL) and 3-chloro-4-... The reactants are CC=1C=C(SC1)C=O (4-Methyl-thiophene-2-carbaldehyde), [NH4+].[Cl-] (NH4Cl), aldehyde, C(C)OC(CN=[N+]=[N-])=O (azido-acetic acid ethyl ester). Run in C(C)O (ethanol). The product is C(C)OC(=O)C1=CC2=C(N1)C(=CS2)C (3-Methyl-4H-thieno[3,2-b]pyrrole-5-carboxylic acid ethyl ester). RXN SMILES: [CH3:1][C:2]1[CH:3]=[C:4]([CH:7]=O)[S:5][CH:6]=1.[CH2:9]([O:11][C:12](=[O:17])[CH2:13][N:14]=[N+]=[N-])[CH3:10].[NH4+].[Cl-]>C(O)C>[CH2:9]([O:11][C:12]([C:13]1[NH:14][C:3]2[C:2]([CH3:1])=[CH:6][S:5][C:4]=2[CH:7]=1)=[O:17])[CH3:10] |f:2.3|. Procedure: 4-Methyl-thiophene-2-carbaldehyde (Detty, M. R.; Hays, D. S., Heterocycles, 40: 925-37 (1995)) was annulated according to Procedure H (aldehyde and azido-acetic acid ethyl ester added as ethanol solution (1.1 M of ester); reaction poured into cold saturated aqueous NH4Cl; after ether extractions, acrylate organic phase washed with water until aqueous phase was neutral; acrylate not purified). The reactants are CCN(CC)CCCNC(=O)c1c(C)[nH]c(C=O)c1C, C1CCNCC1, CCO, O=C1Cc2c(cccc2-c2cccc(C(F)(F)F)c2)N1. Product: CCN(CC)CCCNC(=O)c1c(C)[nH]c(C=C2C(=O)Nc3cccc(-c4cccc(C(F)(F)F)c4)c32)c1C. RXN SMILES: [CH2:21]([CH3:22])[N:23]([CH2:24][CH2:25][CH2:26][NH:27][C:28](=[O:29])[c:30]1[c:31]([CH3:38])[nH:32][c:33]([CH:36]=[O:37])[c:34]1[CH3:35])[CH2:39][CH3:40].[CH2:41]1[CH2:42][CH2:43][NH:44][CH2:45][CH2:46]1.[CH3:47][CH2:48][OH:49].[F:1][C:2]([c:3]1[cH:4][c:5](-[c:9]2[c:10]3[c:14]([cH:15][cH:16][cH:17]2)[NH:13][C:12](=[O:18])[CH2:11]3)[cH:6][cH:7][cH:8]1)([F:19])[F:20]>>[F:1][C:2]([c:3]1[cH:4][c:5](-[c:9]2[c:10]3[c:14]([cH:15][cH:16][cH:17]2)[NH:13][C:12](=[O:18])[C:11]3=[CH:36][c:33]2[nH:32][c:31]([CH3:38])[c:30]([C:28]([NH:27][CH2:26][CH2:25][CH2:24][N:23]([CH2:21][CH3:22])[CH2:39][CH3:40])=[O:29])[c:34]2[CH3:35])[cH:6][cH:7][cH:8]1)([F:19])[F:20]. The reactants are N#N (N2), C1(CC1)N1C=NC2=C1C(=CC(=C2)B2OC(C(O2)(C)C)(C)C)O[C@H](C)[C@@H]2CC(NC2)=O ((R)-4-((R)-1-((1-cyclopropyl-5-(4,4,5,5-tetramethyl-1,3,2-dioxaborolan-2-yl)-1H-benzo[d]imidazol-7-yl)oxy)ethyl)pyrrolidin-2-one), BrC1=NN(N=C1)C (4-bromo-2-methyl-2H-1,2,3-triazole), C(=O)([O-])[O-].[Na+].[Na+] (Na2CO3). The reagents and catalysts are C=1C=CC(=CC1)[P](C=2C=CC=CC2)(C=3C=CC=CC3)[Pd]([P](C=4C=CC=CC4)(C=5C=CC=CC5)C=6C=CC=CC6)([P](C=7C=CC=CC7)(C=8C=CC=CC8)C=9C=CC=CC9)[P](C=1C=CC=CC1)(C=1C=CC=CC1)C=1C=CC=CC1 (Pd(PPh3)4). The solvent is COCCOC (1,2-dimethoxyethane), C(Cl)Cl (DCM). Reaction conditions: temperature 140 celsius. The product is C1(CC1)N1C=NC2=C1C(=CC(=C2)C2=NN(N=C2)C)O[C@H](C)[C@@H]2CC(NC2)=O ((R)-4-((R)-1-((1-cyclopropyl-5-(2-methyl-2H-1,2,3-triazol-4-yl)-1H-benzo[d]imidazol-7-yl)oxy)ethyl)pyrrolidin-2-one). Isolated yield 76.4%. As a reaction SMILES: [CH:1]1([N:4]2[C:8]3[C:9]([O:22][C@@H:23]([C@H:25]4[CH2:29][NH:28][C:27](=[O:30])[CH2:26]4)[CH3:24])=[CH:10][C:11](B4OC(C)(C)C(C)(C)O4)=[CH:12][C:7]=3[N:6]=[CH:5]2)[CH2:3][CH2:2]1.Br[C:32]1[CH:36]=[N:35][N:34]([CH3:37])[N:33]=1.C([O-])([O-])=O.[Na+].[Na+].N#N>C1C=CC([P]([Pd]([P](C2C=CC=CC=2)(C2C=CC=CC=2)C2C=CC=CC=2)([P](C2C=CC=CC=2)(C2C=CC=CC=2)C2C=CC=CC=2)[P](C2C=CC=CC=2)(C2C=CC=CC=2)C2C=CC=CC=2)(C2C=CC=CC=2)C2C=CC=CC=2)=CC=1.C(Cl)Cl.COCCOC>[CH:1]1([N:4]2[C:8]3[C:9]([O:22][C@@H:23]([C@H:25]4[CH2:29][NH:28][C:27](=[O:30])[CH2:26]4)[CH3:24])=[CH:10][C:11]([C:32]4[CH:36]=[N:35][N:34]([CH3:37])[N:33]=4)=[CH:12][C:7]=3[N:6]=[CH:5]2)[CH2:3][CH2:2]1 |f:2.3.4,^1:49,51,70,89|. Procedure details: To a microwave tube equipped with a stifling bar, (R)-4-((R)-1-((1-cyclopropyl-5-(4,4,5,5-tetramethyl-1,3,2-dioxaborolan-2-yl)-1H-benzo[d]imidazol-7-yl)oxy)ethyl)pyrrolidin-2-one: (120 mg, 0.292 mmol), 4-bromo-2-methyl-2H-1,2,3-triazole (94.5 mg, 0.584 mmol), 1,2-dimethoxyethane (3 mL), 1 N Na2CO3 aqueous solution (0.96 mL, 0.96 mmol) were added, the mixture was bubbled N2 for 5 minutes before Pd(PPh3)4 (33.7 mg, 0.029 mmol) was added. The tube was sealed and heated in microwave at 140° C. for 1... Run in CN(C=O)C (dimethylformamide). Yield: 36.5%. Procedure: The procedure is as in Example 24, but starting with 5-acetamidopentanoic acid (5 g) in dimethylformamide (66 cc), 3-chloro-2-(7-chloro-1,8-naphthyridin-2-yl)-1-isoindolinone (6.6 g) and 1,8-diazabicyclo[5.4.0]undec-7-ene (4.7 cc). After recrystallization in acetonitrile, 2-(7-chloro-1,8-naphthyridin-2-yl)-3-oxo-1-isoindolinyl 5-acetamidopentanoate (3.3 g), m.p. 185° C., is obtained. As a reaction SMILES: [C:1]([NH:4][CH2:5][CH2:6][CH2:7][CH2:8][C:9]([OH:11])=[O:10])(=[O:3])[CH3:2].Cl[CH:13]1[C:21]2[C:16](=[CH:17][CH:18]=[CH:19][CH:20]=2)[C:15](=[O:22])[N:14]1[C:23]1[CH:32]=[CH:31][C:30]2[C:25](=[N:26][C:27]([Cl:33])=[CH:28][CH:29]=2)[N:24]=1.N12CCCN=C1CCCCC2>CN(C)C=O>[C:1]([NH:4][CH2:5][CH2:6][CH2:7][CH2:8][C:9]([O:11][CH:13]1[C:21]2[C:16](=[CH:17][CH:18]=[CH:19][CH:20]=2)[C:15](=[O:22])[N:14]1[C:23]1[CH:32]=[CH:31][C:30]2[C:25](=[N:26][C:27]([Cl:33])=[CH:28][CH:29]=2)[N:24]=1)=[O:10])(=[O:3])[CH3:2]. Yields the product C(C)(=O)NCCCCC(=O)OC1N(C(C2=CC=CC=C12)=O)C1=NC2=NC(=CC=C2C=C1)Cl (2-(7-chloro-1,8-naphthyridin-2-yl)-3-oxo-1-isoindolinyl 5-acetamidopentanoate). Reactants: C(C)(=O)NCCCCC(=O)O (5-acetamidopentanoic acid), ClC1N(C(C2=CC=CC=C12)=O)C1=NC2=NC(=CC=C2C=C1)Cl (3-chloro-2-(7-chloro-1,8-naphthyridin-2-yl)-1-isoindolinone), N12CCCCCC2=NCCC1 (1,8-diazabicyclo[5.4.0]undec-7-ene). The reactants are C(C(C)C)[C@@H](C(=O)OCC1=CC=C(C=C1)[N+](=O)[O-])CC(=O)OC(C)(C)C (4-tert.butyl 1-(4-nitrobenzyl) 2(R)-isobutylsuccinate). The reagents and catalysts are [Pd] (palladium/carbon). Run in C(C)(=O)OCC (ethyl acetate). Reaction conditions: time 3.5 hour. Yields the product C(C(C)C)[C@@H](C(=O)O)CC(=O)OC(C)(C)C (4-tert.butyl hydrogen 2(R)-isobutylsuccinate). Isolated yield 72.1%. RXN SMILES: [CH2:1]([C@H:5]([CH2:19][C:20]([O:22][C:23]([CH3:26])([CH3:25])[CH3:24])=[O:21])[C:6]([O:8]CC1C=CC([N+]([O-])=O)=CC=1)=[O:7])[CH:2]([CH3:4])[CH3:3]>C(OCC)(=O)C.[Pd]>[CH2:1]([C@H:5]([CH2:19][C:20]([O:22][C:23]([CH3:25])([CH3:24])[CH3:26])=[O:21])[C:6]([OH:8])=[O:7])[CH:2]([CH3:4])[CH3:3]. Reported procedure: 4.4 g of 4-tert.butyl 1-(4-nitrobenzyl) 2(R)-isobutylsuccinate were dissolved in 50 ml of ethyl acetate and hydrogenated for 3.5 hours at room temperature and atmospheric pressure in the presence of 0.6 g of 5% palladium/carbon. The catalyst was removed by filtration and the solution was extracted three times with cold 2N hydrochloric acid. The organic layer was then washed with water and saturated sodium chloride solution and dried over anhydrous sodium sulfate. The solvent was removed by evapo... Reactants: [Br-].[Mg+2].[Br-] (Magnesium bromide), S(C)(=O)(=O)OCCC(C)CCCC(C)CCCC(C)CCCC(C)C (phytanyl mesylate), O (water). Run in CCOCC (ether). Run at time 8 hour. Product: C(CC(C)CCCC(C)CCCC(C)CCCC(C)C)Br (Phytanyl Bromide). Reaction SMILES: [Br-:1].[Mg+2].[Br-].S(O[CH2:9][CH2:10][CH:11]([CH2:13][CH2:14][CH2:15][CH:16]([CH2:18][CH2:19][CH2:20][CH:21]([CH2:23][CH2:24][CH2:25][CH:26]([CH3:28])[CH3:27])[CH3:22])[CH3:17])[CH3:12])(=O)(=O)C.O>CCOCC>[CH2:9]([Br:1])[CH2:10][CH:11]([CH2:13][CH2:14][CH2:15][CH:16]([CH2:18][CH2:19][CH2:20][CH:21]([CH2:23][CH2:24][CH2:25][CH:26]([CH3:28])[CH3:27])[CH3:22])[CH3:17])[CH3:12] |f:0.1.2|. Procedure details: Magnesium bromide etherate (17 g, 55 mmol) and a stir bar were added to a 500 mL round bottom flask. The flask was sealed and flushed with nitrogen and anhydrous diethyl ether (200 mL) added via cannula. A solution of phytanyl mesylate (10.9 g, 28.9 mmol (FW=377)) in anhydrous ether (50 mL) was also added via canulla, and the suspension stirred overnight. The following morning a precipitate had formed on the side of the flask. Chilled water (200 mL) was added (ppte dissolved) and the mixture tra... Reactants: C1CCOC1, C1CCC2=NCCCN2CC1, O, [N-]=[N+]=NP(=O)(c1ccccc1)c1ccccc1, OC1CC(c2c[nH]c3ccccc23)c2ccccc21. Product: [N-]=[N+]=NC1CC(c2c[nH]c3ccccc23)c2ccccc21. RXN SMILES: [CH2:49]1[O:50][CH2:51][CH2:52][CH2:53]1.[N:1]12[CH2:2][CH2:3][CH2:4][N:5]=[C:6]1[CH2:7][CH2:8][CH2:9][CH2:10][CH2:11]2.[OH2:48].[c:31]1([P:32]([c:33]2[cH:34][cH:35][cH:36][cH:37][cH:38]2)(=[O:39])[N:45]=[N+:46]=[N-:47])[cH:40][cH:41][cH:42][cH:43][cH:44]1.[nH:12]1[cH:13][c:14]([CH:21]2[CH2:22][CH:23]([OH:30])[c:24]3[cH:25][cH:26][cH:27][cH:28][c:29]32)[c:15]2[cH:16][cH:17][cH:18][cH:19][c:20]12>>[nH:12]1[cH:13][c:14]([CH:21]2[CH2:22][CH:23]([N:45]=[N+:46]=[N-:47])[c:24]3[cH:25][cH:26][cH:27][cH:28][c:29]32)[c:15]2[cH:16][cH:17][cH:18][cH:19][c:20]12. Reactants: CC=1C=NC2=C3N=CC(=C(C3=CC=C2C1C)C)C (3,4,7,8-tetramethylphenantroline), C1(CCC1)N1CCN(CCC1)C(=O)N1CC(C1)O (1-[(4-cyclobutyl-1,4-diazepan-1-yl)carbonyl]azetidin-3-ol), ClC1=CC(=C(C=C1)I)F (4-chloro-2-fluoro-1-iodobenzene). Yields the product ClC1=CC(=C(OC2CN(C2)C(=O)N2CCN(CCC2)C2CCC2)C=C1)F (1-{[3-(4-chloro-2-fluorophenoxy)azetidin-1-yl]carbonyl}-4-cyclobutyl-1,4-diazepane). As a reaction SMILES: CC1C=NC2C(C=1C)=CC=C1C=2N=CC(C)=C1C.[CH:19]1([N:23]2[CH2:29][CH2:28][CH2:27][N:26]([C:30]([N:32]3[CH2:35][CH:34]([OH:36])[CH2:33]3)=[O:31])[CH2:25][CH2:24]2)[CH2:22][CH2:21][CH2:20]1.[Cl:37][C:38]1[CH:43]=[CH:42][C:41](I)=[C:40]([F:45])[CH:39]=1>>[Cl:37][C:38]1[CH:43]=[CH:42][C:41]([O:36][CH:34]2[CH2:33][N:32]([C:30]([N:26]3[CH2:27][CH2:28][CH2:29][N:23]([CH:19]4[CH2:22][CH2:21][CH2:20]4)[CH2:24][CH2:25]3)=[O:31])[CH2:35]2)=[C:40]([F:45])[CH:39]=1. Procedure details: In a similar fashion (Route 21, GP J) except for replacing phenantroline with 3,4,7,8-tetramethylphenantroline, 1-[(4-cyclobutyl-1,4-diazepan-1-yl)carbonyl]azetidin-3-ol (50 mg, 0.19 mmol) and 4-chloro-2-fluoro-1-iodobenzene (77 mg, 0.3 mmol) gave the title compound as colourless oil after purification by preparative HPLC (60 mg, 61%).